Dataset: the Open Reaction Database (ORD), a public repository of structured organic reaction records. Task: describe an organic reaction: reactants, conditions, products, and yield Starting materials: CCOC(=O)Cn1cc([N+](=O)[O-])c2c(CC(=O)OC(C)(C)C)cccc21, ClCCl, O=C(O)C(F)(F)F. The product is CCOC(=O)Cn1cc([N+](=O)[O-])c2c(CC(=O)O)cccc21. As a reaction SMILES: [CH2:1]([CH3:2])[O:3][C:4]([CH2:5][n:6]1[cH:7][c:8]([N+:23](=[O:24])[O-:25])[c:9]2[c:10]([CH2:15][C:16](=[O:17])[O:18][C:19]([CH3:20])([CH3:21])[CH3:22])[cH:11][cH:12][cH:13][c:14]12)=[O:26].[Cl:34][CH2:35][Cl:36].[F:27][C:28]([F:29])([F:30])[C:31]([OH:32])=[O:33]>>[CH2:1]([CH3:2])[O:3][C:4]([CH2:5][n:6]1[cH:7][c:8]([N+:23](=[O:24])[O-:25])[c:9]2[c:10]([CH2:15][C:16](=[O:17])[OH:18])[cH:11][cH:12][cH:13][c:14]12)=[O:26].